The task is: describe an organic reaction: reactants, conditions, products, and yield. This data is from the Open Reaction Database (ORD), a public repository of structured organic reaction records. Starting materials: C(C)(C)(C)OC(=O)N1C(C2=CC(=C(C=C2CC1)OC)OC)CC1=CC=C(C=C1)C1=CC=C(C=C1)C1=CC=CC=C1 (6,7-dimethoxy-1-[1,1′;4′,1″]terphenyl-4-ylmethyl-3,4-dihydro-1H-isoquinoline-2-carboxylic acid tert-butyl ester), B(Br)(Br)Br (boron tribromide). The solvent is ClCCl (dichloromethane), n-hexanes. Reaction conditions: time 8 hour. Yields the product Br.C1(=CC=C(C=C1)CC1NCCC2=CC(=C(C=C12)O)O)C1=CC=C(C=C1)C1=CC=CC=C1 (1-[1,1′;4′,1″]Terphenyl-4-ylmethyl-1,2,3,4-tetrahydro-isoquinoline-6,7-diol hydrobromide). As a reaction SMILES: C(OC([N:8]1[CH2:17][CH2:16][C:15]2[C:10](=[CH:11][C:12]([O:20]C)=[C:13]([O:18]C)[CH:14]=2)[CH:9]1[CH2:22][C:23]1[CH:28]=[CH:27][C:26]([C:29]2[CH:34]=[CH:33][C:32]([C:35]3[CH:40]=[CH:39][CH:38]=[CH:37][CH:36]=3)=[CH:31][CH:30]=2)=[CH:25][CH:24]=1)=O)(C)(C)C.B(Br)(Br)[Br:42]>ClCCl>[BrH:42].[C:26]1([C:29]2[CH:34]=[CH:33][C:32]([C:35]3[CH:40]=[CH:39][CH:38]=[CH:37][CH:36]=3)=[CH:31][CH:30]=2)[CH:27]=[CH:28][C:23]([CH2:22][CH:9]2[C:10]3[C:15](=[CH:14][C:13]([OH:18])=[C:12]([OH:20])[CH:11]=3)[CH2:16][CH2:17][NH:8]2)=[CH:24][CH:25]=1 |f:3.4|. Procedure details: 1-[1,1′;4′,1″]Terphenyl-4-ylmethyl-1,2,3,4-tetrahydro-isoquinoline-6,7-diol hydrobromide (13) was prepared as follows: To a stirred solution of 0.10 g (0.187 mmol) of 6,7-dimethoxy-1-[1,1′;4′,1″]terphenyl-4-ylmethyl-3,4-dihydro-1H-isoquinoline-2-carboxylic acid tert-butyl ester in 10 ml of anhydrous dichloromethane under argon at −70° C., 1 ml (5 mol. equiv.) of 1M boron tribromide solution in n-hexanes was added. The mixture was allowed to reach room temperature with stirring overnight and then... The reactants are ClC1=C(C(=NN1C)C(F)(F)F)C=O (5-chloro-1-methyl-3-(trifluoromethyl)-1H-pyrazole-4-carbaldehyde), FC(C=1C=C(C=CC1)O)F (3-difluoromethylphenol), C([O-])([O-])=O.[K+].[K+] (potassium carbonate). Product: FC(C=1C=C(OC2=C(C(=NN2C)C(F)(F)F)C(=O)O)C=CC1)F (5-(3-(difluoromethyl)phenoxy)-1-methyl-3-(trifluoromethyl)-1H-pyrazole-4-carboxylic acid). Reaction SMILES: Cl[C:2]1[N:6]([CH3:7])[N:5]=[C:4]([C:8]([F:11])([F:10])[F:9])[C:3]=1[CH:12]=[O:13].[F:14][CH:15]([F:23])[C:16]1[CH:17]=[C:18]([OH:22])[CH:19]=[CH:20][CH:21]=1.C(=O)([O-])[O-:25].[K+].[K+]>>[F:14][CH:15]([F:23])[C:16]1[CH:17]=[C:18]([CH:19]=[CH:20][CH:21]=1)[O:22][C:2]1[N:6]([CH3:7])[N:5]=[C:4]([C:8]([F:11])([F:10])[F:9])[C:3]=1[C:12]([OH:13])=[O:25] |f:2.3.4|. Procedure details: The title compound was prepared using 5-chloro-1-methyl-3-(trifluoromethyl)-1H-pyrazole-4-carbaldehyde and 3-difluoromethylphenol in the manner similar to the method in Production Example 1 above except potassium carbonate was used instead of potassium hydroxide. Reactants: FC1=CC=C(C=C1)C=CC(C)=O (4-(4-fluorophenyl)-3-buten-2-one), Cl.NO (hydroxylamine hydrochloride), [OH-].[Na+] (sodium hydroxide). Run in CO (methanol). Product: FC1=CC=C(C=C1)C=CC(C)=NO (4-(4-fluorophenyl)-3-buten-2one 2-oxime). The yield is 63.3%. Reaction SMILES: [F:1][C:2]1[CH:7]=[CH:6][C:5]([CH:8]=[CH:9][C:10](=O)[CH3:11])=[CH:4][CH:3]=1.Cl.[NH2:14][OH:15].[OH-].[Na+]>CO>[F:1][C:2]1[CH:7]=[CH:6][C:5]([CH:8]=[CH:9][C:10](=[N:14][OH:15])[CH3:11])=[CH:4][CH:3]=1 |f:1.2,3.4|. Reported procedure: In a 250 ml single neck flask was charged 4.92 g (30 mmoles, 1.0 eq.) of 4-(4-fluorophenyl)-3-buten-2-one and 5.2 g (75.4 mmoles, 2.5 eq) of hydroxylamine hydrochloride and 6 g of 50% sodium hydroxide (75 mmoles, 2.5 eq) and 100 ml of methanol. The reaction mixture was stirred at reflux for 2 hours. The reaction mixture was concentrated, diluted with water (50 ml), and then extracted with ethyl acetate (2×50 ml). The organic phase was dried and concentrated, to obtain 3.4 of 4-(4-fluorophenyl)-3... Reactants: C1CCOC1, CC(C)(C)[O-], COC(=O)CCC(C(N)=O)N1Cc2c(OCc3ccc(CN4CCCC4)cc3)cccc2C1=O, [K+]. Product: O=C1CCC(N2Cc3c(OCc4ccc(CN5CCCC5)cc4)cccc3C2=O)C(=O)N1. Reaction SMILES: [CH2:41]1[O:42][CH2:43][CH2:44][CH2:45]1.[CH3:1][C:2]([CH3:3])([O-:4])[CH3:5].[CH3:7][O:8][C:9]([CH2:10][CH2:11][CH:12]([N:13]1[C:14](=[O:36])[c:15]2[cH:16][cH:17][cH:18][c:19]([O:22][CH2:23][c:24]3[cH:25][cH:26][c:27]([CH2:30][N:31]4[CH2:32][CH2:33][CH2:34][CH2:35]4)[cH:28][cH:29]3)[c:20]2[CH2:21]1)[C:37]([NH2:38])=[O:39])=[O:40].[K+:6]>>[O:8]=[C:9]1[CH2:10][CH2:11][CH:12]([N:13]2[C:14](=[O:36])[c:15]3[cH:16][cH:17][cH:18][c:19]([O:22][CH2:23][c:24]4[cH:25][cH:26][c:27]([CH2:30][N:31]5[CH2:32][CH2:33][CH2:34][CH2:35]5)[cH:28][cH:29]4)[c:20]3[CH2:21]2)[C:37](=[O:39])[NH:38]1. Starting materials: F[B-](F)(F)F, O=C([O-])O, CCN(C(C)C)C(C)C, Nc1cccc(C(F)(F)F)c1, [Na+], CN(C)C=O, O=C(O)c1ccc(C(F)(F)F)c(Nc2ncccc2-c2ccncn2)c1, CN(C)C(On1nnc2ccccc21)=[N+](C)C. The product is O=C(Nc1cccc(C(F)(F)F)c1)c1ccc(C(F)(F)F)c(Nc2ncccc2-c2ccncn2)c1. As a reaction SMILES: [B-:38]([F:39])([F:40])([F:41])[F:42].[C:69](=[O:70])([OH:71])[O-:72].[CH:60]([N:61]([CH2:62][CH3:63])[CH:64]([CH3:65])[CH3:66])([CH3:67])[CH3:68].[F:27][C:28]([c:29]1[cH:30][c:31]([NH2:35])[cH:32][cH:33][cH:34]1)([F:36])[F:37].[Na+:73].[O:74]=[CH:75][N:76]([CH3:77])[CH3:78].[n:1]1[cH:2][n:3][c:4](-[c:7]2[c:8]([NH:13][c:14]3[cH:15][c:16]([C:17](=[O:18])[OH:19])[cH:20][cH:21][c:22]3[C:23]([F:24])([F:25])[F:26])[n:9][cH:10][cH:11][cH:12]2)[cH:5][cH:6]1.[n:43]1([O:44][C:45]([N:46]([CH3:47])[CH3:48])=[N+:49]([CH3:50])[CH3:51])[c:52]2[cH:53][cH:54][cH:55][cH:56][c:57]2[n:58][n:59]1>>[n:1]1[cH:2][n:3][c:4](-[c:7]2[c:8]([NH:13][c:14]3[cH:15][c:16]([C:17](=[O:18])[NH:35][c:31]4[cH:30][c:29]([C:28]([F:27])([F:36])[F:37])[cH:34][cH:33][cH:32]4)[cH:20][cH:21][c:22]3[C:23]([F:24])([F:25])[F:26])[n:9][cH:10][cH:11][cH:12]2)[cH:5][cH:6]1. Starting materials: CN(C=1OC2=CC3=C(CCNCC3)C=C2N1)C (N,N-dimethyl-6,7,8,9-tetrahydro-5H-[1,3]oxazolo[4,5-h][3]benzazepin-2-amine), ClCCCSC=1N(C(=NN1)C1=C2C=CC(=NC2=CC=C1)C)C (5-{5-[(3-chloropropyl)thio]-4-methyl-4H-1,2,4-triazol-3-yl}-2-methylquinoline). The product is Cl.Cl.CN(C=1OC2=CC3=C(CCN(CC3)CCCSC3=NN=C(N3C)C3=C4C=CC(=NC4=CC=C3)C)C=C2N1)C (N,N-dimethyl-7-(3-{[4-methyl-5-(2-methyl-5-quinolinyl)-4H-1,2,4-triazol-3-yl]thio}propyl)-6,7,8,9-tetrahydro-5H-[1,3]oxazolo[4,5-h][3]benzazepin-2-amine dihydrochloride), solid. As a reaction SMILES: [CH3:1][N:2]([CH3:17])[C:3]1[O:4][C:5]2[C:15]([N:16]=1)=[CH:14][C:8]1[CH2:9][CH2:10][NH:11][CH2:12][CH2:13][C:7]=1[CH:6]=2.[Cl:18][CH2:19][CH2:20][CH2:21][S:22][C:23]1[N:24]([CH3:39])[C:25]([C:28]2[CH:37]=[CH:36][CH:35]=[C:34]3[C:29]=2[CH:30]=[CH:31][C:32]([CH3:38])=[N:33]3)=[N:26][N:27]=1>>[ClH:18].[ClH:18].[CH3:1][N:2]([CH3:17])[C:3]1[O:4][C:5]2[C:15]([N:16]=1)=[CH:14][C:8]1[CH2:9][CH2:10][N:11]([CH2:19][CH2:20][CH2:21][S:22][C:23]3[N:24]([CH3:39])[C:25]([C:28]4[CH:37]=[CH:36][CH:35]=[C:34]5[C:29]=4[CH:30]=[CH:31][C:32]([CH3:38])=[N:33]5)=[N:26][N:27]=3)[CH2:12][CH2:13][C:7]=1[CH:6]=2 |f:2.3.4|. Reported procedure: The title compound was prepared in analogy to General Procedure 1 from N,N-dimethyl-6,7,8,9-tetrahydro-5H-[1,3]oxazolo[4,5-h][3]benzazepin-2-amine (0.18 mmol) and 5-{5-[(3-chloropropyl)thio]-4-methyl-4H-1,2,4-triazol-3-yl}-2-methylquinoline and was obtained as a white slightly hygroscopic solid (0.045 mmol).